From a dataset of the Open Reaction Database (ORD), a public repository of structured organic reaction records. describe an organic reaction: reactants, conditions, products, and yield Starting materials: C(CCCCCCCCCCC)OCC(COC(C1=CC=CC=C1)(C1=CC=CC=C1)C1=CC=CC=C1)OCCCCCCCCCC (3-dodecyloxy-2-decyloxy-1-triphenylmethoxypropane), C1(=CC=C(C=C1)S(=O)(=O)O)C (p-toluenesulfonic acid), CO (MeOH). Run in C(Cl)(Cl)Cl (CHCl3). The product is C(CCCCCCCCCCC)OCC(CO)OCCCCCCCCCC (3-dodecyloxy-2-decyloxy-1-propanol). Yield: 63.0%. Reaction SMILES: [CH2:1]([O:13][CH2:14][CH:15]([O:37][CH2:38][CH2:39][CH2:40][CH2:41][CH2:42][CH2:43][CH2:44][CH2:45][CH2:46][CH3:47])[CH2:16][O:17]C(C1C=CC=CC=1)(C1C=CC=CC=1)C1C=CC=CC=1)[CH2:2][CH2:3][CH2:4][CH2:5][CH2:6][CH2:7][CH2:8][CH2:9][CH2:10][CH2:11][CH3:12].C1(C)C=CC(S(O)(=O)=O)=CC=1.CO>C(Cl)(Cl)Cl>[CH2:1]([O:13][CH2:14][CH:15]([O:37][CH2:38][CH2:39][CH2:40][CH2:41][CH2:42][CH2:43][CH2:44][CH2:45][CH2:46][CH3:47])[CH2:16][OH:17])[CH2:2][CH2:3][CH2:4][CH2:5][CH2:6][CH2:7][CH2:8][CH2:9][CH2:10][CH2:11][CH3:12]. Procedure details: Detritylation of 3-dodecyloxy-2-decyloxy-1-triphenylmethoxypropane was accomplished using p-toluenesulfonic acid (0.9 g) in CHCl3 :MeOH (72 mL:36 mL) (stirred at room temperature for 48 h, added 10% sodium bicarbonate, extracted with CHCl3, dried over magnesium sulfate, and concentrated). The residue was purified by column chromatography using a gradient of hexanes:ethyl acetate (20:1 to 5:1) to give 3.5 g (63%) of pure 3-dodecyloxy-2-decyloxy-1-propanol. Reactants: C(C)OC(=O)C=1NC(=C(C1C)C(=O)OCC)C (3,5-dimethyl-1H-pyrrole-2,4-dicarboxylic acid diethyl ester), C(C)OC(=O)C=1N(C(=CC1)C(=O)OCC)N (1-amino-1H-pyrrole-2,5-dicarboxylic acid diethyl ester). Yields the product C(C)OC(=O)C=1N(C(=C(C1C)C(=O)OCC)C)N (1-amino-3,5-dimethyl-1H-pyrrole-2,4-dicarboxylic acid diethyl ester). RXN SMILES: [CH2:1]([O:3][C:4]([C:6]1[NH:7][C:8]([CH3:17])=[C:9]([C:12]([O:14][CH2:15][CH3:16])=[O:13])[C:10]=1[CH3:11])=[O:5])[CH3:2].C(OC(C1[N:24](N)C(C(OCC)=O)=CC=1)=O)C>>[CH2:1]([O:3][C:4]([C:6]1[N:7]([NH2:24])[C:8]([CH3:17])=[C:9]([C:12]([O:14][CH2:15][CH3:16])=[O:13])[C:10]=1[CH3:11])=[O:5])[CH3:2]. Procedure: Compound 409A was prepared from 3,5-dimethyl-1H-pyrrole-2,4-dicarboxylic acid diethyl ester by a route analogous to that used for the preparation of compound 406C.